Dataset: the Open Reaction Database (ORD), a public repository of structured organic reaction records. Task: describe an organic reaction: reactants, conditions, products, and yield Reactants: N[C@@H](CCCNC(N)=N)C(=O)O (L-arginine), O=C(C(=O)O)CCC(=O)O (α-keto-glutaric acid). Solvent: O (water). Product: O=C(C(=O)O)CCC(=O)O.N[C@@H](CCCNC(N)=N)C(=O)O.N[C@@H](CCCNC(N)=N)C(=O)O (Di-arginine Keto-glutarate). As a reaction SMILES: [NH2:1][C@H:2]([C:10]([OH:12])=[O:11])[CH2:3][CH2:4][CH2:5][NH:6][C:7](=[NH:9])[NH2:8].[O:13]=[C:14]([CH2:18][CH2:19][C:20]([OH:22])=[O:21])[C:15]([OH:17])=[O:16]>O>[O:13]=[C:14]([CH2:18][CH2:19][C:20]([OH:22])=[O:21])[C:15]([OH:17])=[O:16].[NH2:1][C@H:2]([C:10]([OH:12])=[O:11])[CH2:3][CH2:4][CH2:5][NH:6][C:7](=[NH:8])[NH2:9].[NH2:1][C@H:2]([C:10]([OH:12])=[O:11])[CH2:3][CH2:4][CH2:5][NH:6][C:7](=[NH:8])[NH2:9] |f:3.4.5|. Procedure: To a solution of L-arginine (10.45; 60 mmoles) in 500 ml of water, is added α-keto-glutaric acid (4.38 g; 30 mmoles). The solution is frozen and lyophilized. Reactants: ClC1=C(C(=C(C=C1OC)OC)Cl)C=1C=C2C(=NC1)C(=NN2C2OCCCC2)I (6-(2,6-dichloro-3,5-dimethoxyphenyl)-3-iodo-1-(tetrahydro-2H-pyran-2-yl)-1H-pyrazolo[4,3-b]pyridine), CN1N=CC(=C1)B1OC(C(O1)(C)C)(C)C (1-methyl-4-(4,4,5,5-tetramethyl-1,3,2-dioxaborolan-2-yl)-1H-pyrazole), C([O-])([O-])=O.[Cs+].[Cs+] (cesium carbonate), Cl (HCl), C(C)(=O)Cl (acetyl chloride). Reagents/catalysts: C=1C=CC(=CC1)[P](C=2C=CC=CC2)(C=3C=CC=CC3)[Pd]([P](C=4C=CC=CC4)(C=5C=CC=CC5)C=6C=CC=CC6)([P](C=7C=CC=CC7)(C=8C=CC=CC8)C=9C=CC=CC9)[P](C=1C=CC=CC1)(C=1C=CC=CC1)C=1C=CC=CC1 (tetrakis(triphenylphosphine)palladium(0)). Solvent: O1CCOCC1 (1,4-dioxane), O (water), CO (methanol), CO (methanol). Conditions: temperature 85 celsius, time 3 hour. Product: ClC1=C(C(=C(C=C1OC)OC)Cl)C=1C=C2C(=NC1)C(=NN2)C=2C=NN(C2)C (6-(2,6-dichloro-3,5-dimethoxyphenyl)-3-(1-methyl-1H-pyrazol-4-yl)-1H-pyrazolo[4,3-b]pyridine). Yield: 20.5%. RXN SMILES: [Cl:1][C:2]1[C:7]([O:8][CH3:9])=[CH:6][C:5]([O:10][CH3:11])=[C:4]([Cl:12])[C:3]=1[C:13]1[CH:14]=[C:15]2[N:21](C3CCCCO3)[N:20]=[C:19](I)[C:16]2=[N:17][CH:18]=1.[CH3:29][N:30]1[CH:34]=[C:33](B2OC(C)(C)C(C)(C)O2)[CH:32]=[N:31]1.C(=O)([O-])[O-].[Cs+].[Cs+].Cl.C(Cl)(=O)C>O1CCOCC1.O.CO.C1C=CC([P]([Pd]([P](C2C=CC=CC=2)(C2C=CC=CC=2)C2C=CC=CC=2)([P](C2C=CC=CC=2)(C2C=CC=CC=2)C2C=CC=CC=2)[P](C2C=CC=CC=2)(C2C=CC=CC=2)C2C=CC=CC=2)(C2C=CC=CC=2)C2C=CC=CC=2)=CC=1>[Cl:1][C:2]1[C:7]([O:8][CH3:9])=[CH:6][C:5]([O:10][CH3:11])=[C:4]([Cl:12])[C:3]=1[C:13]1[CH:14]=[C:15]2[NH:21][N:20]=[C:19]([C:33]3[CH:32]=[N:31][N:30]([CH3:29])[CH:34]=3)[C:16]2=[N:17][CH:18]=1 |f:2.3.4,^1:67,69,88,107|. Procedure: A mixture of 6-(2,6-dichloro-3,5-dimethoxyphenyl)-3-iodo-1-(tetrahydro-2H-pyran-2-yl)-1H-pyrazolo[4,3-b]pyridine (25 mg, 0.047 mmol), 1-methyl-4-(4,4,5,5-tetramethyl-1,3,2-dioxaborolan-2-yl)-1H-pyrazole (12 mg, 0.056 mmol), tetrakis(triphenylphosphine)palladium(0) (3 mg, 0.002 mmol), and cesium carbonate (46 mg, 0.14 mmol) in 1,4-dioxane (0.5 mL) and water (0.07 mL) in a reaction vial was degassed, sealed, and stirred at 85° C. for 3 h. After cooling the mixture was concentrated and the residue ... Starting materials: O=C([O-])[O-], CCI, C1CCOC1, CI, CCOC(C)=O, Cc1n[nH]nc1Cc1c(-c2ccc(Cl)cc2)nc2ccc(Cl)cn12, [K+], [K+], CN(C)C=O, O. Yields the product Cc1nn(C)nc1Cc1c(-c2ccc(Cl)cc2)nc2ccc(Cl)cn12. RXN SMILES: [C:25](=[O:26])([O-:27])[O-:28].[CH2:33]([I:34])[CH3:35].[CH2:41]1[O:42][CH2:43][CH2:44][CH2:45]1.[CH3:31][I:32].[CH3:47][CH2:48][O:49][C:50](=[O:51])[CH3:52].[Cl:1][c:2]1[cH:3][cH:4][c:5]2[n:6]([cH:7]1)[c:8]([CH2:18][c:19]1[n:20][nH:21][n:22][c:23]1[CH3:24])[c:9](-[c:11]1[cH:12][cH:13][c:14]([Cl:17])[cH:15][cH:16]1)[n:10]2.[K+:29].[K+:30].[O:36]=[CH:37][N:38]([CH3:39])[CH3:40].[OH2:46]>>[Cl:1][c:2]1[cH:3][cH:4][c:5]2[n:6]([cH:7]1)[c:8]([CH2:18][c:19]1[n:20][n:21]([CH3:25])[n:22][c:23]1[CH3:24])[c:9](-[c:11]1[cH:12][cH:13][c:14]([Cl:17])[cH:15][cH:16]1)[n:10]2. Procedure: Heated was a mixture of urea 0.601 g (10.0 mmol) and 3-methylbutylamine 5.0 mL (ca. 6 equivalents) at 150° C. for 24 hours attaching with a reflux cooler and during which time added more 3-methylbutylamine 2.5 mL. Removed was the excess amine under the reduced pressure and allowed to cool to room temperature to give a colorless solid. Purification by recrystallization from ethyl ether gave N,N′-bis(3-methylbutyl)urea 1.29 g as white plates (64.5% yield). The yield is 64.5%. As a reaction SMILES: [NH2:1][C:2]([NH2:4])=[O:3].[CH3:5][CH:6]([CH3:10])[CH2:7][CH2:8]N>>[CH3:5][CH:6]([CH3:10])[CH2:7][CH2:8][NH:1][C:2]([NH:4][CH2:8][CH2:7][CH:6]([CH3:10])[CH3:5])=[O:3]. Product: CC(CCNC(=O)NCCC(C)C)C (N,N′-bis(3-methylbutyl)urea). Reactants: NC(=O)N (urea), CC(CCN)C (3-methylbutylamine), CC(CCN)C (3-methylbutylamine). The reactants are CC=1C=CC(=C(C(=O)O)C1)S (5-methyl-2-mercaptobenzoic acid), C(#N)C1=NC=CC=C1 (2-cyanopyridine). Run in N1=CC=CC=C1 (pyridine). Yields the product CC=1C=CC2=C(C(N=C(S2)C2=NC=CC=C2)=O)C1 (6-Methyl-2-(2-pyridyl)-4H-1,3-benzothiazine-4-one). Isolated yield 43.0%. Reaction SMILES: [CH3:1][C:2]1[CH:3]=[CH:4][C:5]([SH:11])=[C:6]([CH:10]=1)[C:7]([OH:9])=O.[C:12]([C:14]1[CH:19]=[CH:18][CH:17]=[CH:16][N:15]=1)#[N:13]>N1C=CC=CC=1>[CH3:1][C:2]1[CH:3]=[CH:4][C:5]2[S:11][C:12]([C:14]3[CH:19]=[CH:18][CH:17]=[CH:16][N:15]=3)=[N:13][C:7](=[O:9])[C:6]=2[CH:10]=1. Reported procedure: A mixture of 5-methyl-2-mercaptobenzoic acid (1.60 g, 9.5 mmol), 2-cyanopyridine (1.10 g, 10.1 mmol) and pyridine (20.0 ml) was refluxed for 8 hrs as described in Example 9. After cooling, the precipitated crystals were collected by filtration and recrystallized from hexane-ethanol to give the titled compound (1.04 g, 43%). The reactants are C1(=CC=CC=C1)C1(CN2CCCC2CC1)N (6-phenyl-octahydro-indolizin-6-ylamine), C(C)N(C(C)C)C(C)C (N-ethyldiisopropylamine), COC1=C(C(=O)Cl)C(=CC(=C1)C(F)(F)F)SC (2-methoxy-6-methylsulfanyl-4-trifluoromethyl-benzoyl chloride). Reaction SMILES: [C:1]1([C:7]2([NH2:16])[CH2:15][CH2:14][CH:13]3[N:9]([CH2:10][CH2:11][CH2:12]3)[CH2:8]2)[CH:6]=[CH:5][CH:4]=[CH:3][CH:2]=1.C(N(C(C)C)C(C)C)C.[CH3:26][O:27][C:28]1[CH:36]=[C:35]([C:37]([F:40])([F:39])[F:38])[CH:34]=[C:33]([S:41][CH3:42])[C:29]=1[C:30](Cl)=[O:31]>ClCCl>[CH3:26][O:27][C:28]1[CH:36]=[C:35]([C:37]([F:38])([F:39])[F:40])[CH:34]=[C:33]([S:41][CH3:42])[C:29]=1[C:30]([NH:16][C:7]1([C:1]2[CH:2]=[CH:3][CH:4]=[CH:5][CH:6]=2)[CH2:15][CH2:14][CH:13]2[N:9]([CH2:10][CH2:11][CH2:12]2)[CH2:8]1)=[O:31]. Procedure details: To a solution of 55 mg (0.254 mmol) 6-phenyl-octahydro-indolizin-6-ylamine (example A.3) and 130 ul (0.762 mmol) N-ethyldiisopropylamine in dichloromethane (0.9 ml) was added drop-wise a solution of 63 mg (0.22 mmol) 2-methoxy-6-methylsulfanyl-4-trifluoromethyl-benzoyl chloride (example B.1) in dichloromethane (0.6 ml) at room temperature. The mixture was stirred at room temperature for 1 hour. The solution was washed once with a 2M sodium carbonate solution. The aqueous layer was extracted once... Run at time 1 hour. Run in ClCCl (dichloromethane), ClCCl (dichloromethane). The product is COC1=C(C(=O)NC2(CN3CCCC3CC2)C2=CC=CC=C2)C(=CC(=C1)C(F)(F)F)SC (2-methoxy-6-methylsulfanyl-N-(6-phenyl-octahydro-indolizin-6-yl)-4-trifluoromethyl-benzamide). The reactants are [BH3-]C#N, CN1CCCNCC1, CC(=O)O, CO, O=C1CCN(C(=O)Nc2ccccc2C(=O)Nc2ccc(Cl)cn2)CC1, [Na+]. Yields the product CN1CCCN(C2CCN(C(=O)Nc3ccccc3C(=O)Nc3ccc(Cl)cn3)CC2)CC1. Reaction SMILES: [C:35]([BH3-:36])#[N:37].[CH3:27][N:28]1[CH2:29][CH2:30][NH:31][CH2:32][CH2:33][CH2:34]1.[CH3:39][C:40](=[O:41])[OH:42].[CH3:43][OH:44].[Cl:1][c:2]1[cH:3][cH:4][c:5]([NH:8][C:9]([c:10]2[c:11]([NH:16][C:17](=[O:18])[N:19]3[CH2:20][CH2:21][C:22](=[O:25])[CH2:23][CH2:24]3)[cH:12][cH:13][cH:14][cH:15]2)=[O:26])[n:6][cH:7]1.[Na+:38]>>[Cl:1][c:2]1[cH:3][cH:4][c:5]([NH:8][C:9]([c:10]2[c:11]([NH:16][C:17](=[O:18])[N:19]3[CH2:20][CH2:21][CH:22]([N:31]4[CH2:30][CH2:29][N:28]([CH3:27])[CH2:34][CH2:33][CH2:32]4)[CH2:23][CH2:24]3)[cH:12][cH:13][cH:14][cH:15]2)=[O:26])[n:6][cH:7]1.